This data is from the Open Reaction Database (ORD), a public repository of structured organic reaction records. The task is: describe an organic reaction: reactants, conditions, products, and yield Starting materials: [BH3-]C#N, CCCN(CCC)CCCCN(C)C(=O)c1ccc(CNCc2ncc[nH]2)cc1, Cn1ccnc1C=O, CC(=O)O, CO, [Na+]. Yields the product CCCN(CCC)CCCCN(C)C(=O)c1ccc(CN(Cc2ncc[nH]2)Cc2nccn2C)cc1. Reaction SMILES: [C:38]([BH3-:39])#[N:40].[CH2:1]([CH2:2][CH3:3])[N:4]([CH2:5][CH2:6][CH2:7][CH2:8][N:9]([C:10]([c:11]1[cH:12][cH:13][c:14]([CH2:17][NH:18][CH2:19][c:20]2[nH:21][cH:22][cH:23][n:24]2)[cH:15][cH:16]1)=[O:25])[CH3:26])[CH2:27][CH2:28][CH3:29].[CH3:30][n:31]1[c:32]([CH:36]=[O:37])[n:33][cH:34][cH:35]1.[CH3:42][C:43](=[O:44])[OH:45].[CH3:46][OH:47].[Na+:41]>>[CH2:1]([CH2:2][CH3:3])[N:4]([CH2:5][CH2:6][CH2:7][CH2:8][N:9]([C:10]([c:11]1[cH:12][cH:13][c:14]([CH2:17][N:18]([CH2:19][c:20]2[nH:21][cH:22][cH:23][n:24]2)[CH2:36][c:32]2[n:31]([CH3:30])[cH:35][cH:34][n:33]2)[cH:15][cH:16]1)=[O:25])[CH3:26])[CH2:27][CH2:28][CH3:29]. Reactants: COc1n[n+]([O-])c(C)cc1[N+](=O)[O-], ClCCl, [H-], [Na+], O, OCC(F)(F)F. Yields the product COc1n[n+]([O-])c(C)cc1OCC(F)(F)F. As a reaction SMILES: [CH3:9][O:10][c:11]1[n:12][n+:13]([O-:21])[c:14]([CH3:20])[cH:15][c:16]1[N+:17]([O-:18])=[O:19].[Cl:23][CH2:24][Cl:25].[H-:7].[Na+:8].[OH2:22].[OH:1][CH2:2][C:3]([F:4])([F:5])[F:6]>>[O:1]([CH2:2][C:3]([F:4])([F:5])[F:6])[c:16]1[c:11]([O:10][CH3:9])[n:12][n+:13]([O-:21])[c:14]([CH3:20])[cH:15]1. Procedure: 20 mg (0.11 mmol) 1-ethyl-2-hydroxymethylbenzimidazole was dissolved in 2 ml dichloromethane. Thionyl chloride (24 μl, 0.33 mmol) was diluted 20 times with dichloromethane and the solution was added to the reaction mixture. Reaction mixture was stirred at room temperature for two hours, evaporated to dryness and washed with water to yield 1-ethyl-2-chloromethylbenzimidazole as pale yellow crystals, 36 mg (95%). Run at time 2 hour. As a reaction SMILES: [CH2:1]([N:3]1[C:7]2[CH:8]=[CH:9][CH:10]=[CH:11][C:6]=2[N:5]=[C:4]1[CH2:12]O)[CH3:2].S(Cl)([Cl:16])=O>ClCCl>[CH2:1]([N:3]1[C:7]2[CH:8]=[CH:9][CH:10]=[CH:11][C:6]=2[N:5]=[C:4]1[CH2:12][Cl:16])[CH3:2]. Run in ClCCl (dichloromethane), ClCCl (dichloromethane). The reactants are C(C)N1C(=NC2=C1C=CC=C2)CO (1-ethyl-2-hydroxymethylbenzimidazole), S(=O)(Cl)Cl (Thionyl chloride). Yields the product C(C)N1C(=NC2=C1C=CC=C2)CCl (1-ethyl-2-chloromethylbenzimidazole). Reactants: CCOCC, COc1ccc(N)cc1, CC(C)O, COc1cccc2c(Nc3ccccc3)nc(Cl)nc12, Cl, C1COCCO1. The product is Cl, Cl, COc1ccc(Nc2nc(Nc3ccccc3)c3cccc(OC)c3n2)cc1. As a reaction SMILES: [CH2:31]([O:32][CH2:33][CH3:34])[CH3:35].[CH3:21][O:22][c:23]1[cH:24][cH:25][c:26]([NH2:27])[cH:28][cH:29]1.[CH:36]([OH:37])([CH3:38])[CH3:39].[Cl:1][c:2]1[n:3][c:4]2[c:5]([O:19][CH3:20])[cH:6][cH:7][cH:8][c:9]2[c:10]([NH:12][c:13]2[cH:14][cH:15][cH:16][cH:17][cH:18]2)[n:11]1.[ClH:30].[O:40]1[CH2:41][CH2:42][O:43][CH2:44][CH2:45]1>>[ClH:1].[ClH:30].[c:2]1([NH:27][c:26]2[cH:25][cH:24][c:23]([O:22][CH3:21])[cH:29][cH:28]2)[n:3][c:4]2[c:5]([O:19][CH3:20])[cH:6][cH:7][cH:8][c:9]2[c:10]([NH:12][c:13]2[cH:14][cH:15][cH:16][cH:17][cH:18]2)[n:11]1. Reactants: CN[C@H]1CN2CCC1CC2 ((3R)-N-methylquinuclidin-3-amine), C(C(=O)Cl)(=O)Cl (Oxalyl chloride), C1=CC=CC=2OC3=CC=CC=C3C(C12)C(=O)O (9H-xanthene-9-carboxylic acid), C(=O)([O-])[O-].[K+].[K+] (K2CO3). Reagents/catalysts: CN(C=O)C (dimethylformamide). The solvent is C(Cl)(Cl)Cl (CHCl3), C(Cl)(Cl)Cl (CHCl3). Reaction conditions: time 4 hour. The product is N12C[C@@H](C(CC1)CC2)N(C(=O)C2C1=CC=CC=C1OC=1C=CC=CC21)C (N-[(3R)-1-Azabicyclo[2.2.2]oct-3-yl]-N-methyl-9H-xanthene-9-carboxamide). Yield: 50.6%. Reaction SMILES: C(Cl)(=O)C(Cl)=O.[CH:7]1[C:20]2[CH:19]([C:21]([OH:23])=O)[C:18]3[C:13](=[CH:14][CH:15]=[CH:16][CH:17]=3)[O:12][C:11]=2[CH:10]=[CH:9][CH:8]=1.[CH3:24][NH:25][C@@H:26]1[CH:31]2[CH2:32][CH2:33][N:28]([CH2:29][CH2:30]2)[CH2:27]1.C([O-])([O-])=O.[K+].[K+]>CN(C)C=O.C(Cl)(Cl)Cl>[N:28]12[CH2:33][CH2:32][CH:31]([CH2:30][CH2:29]1)[C@@H:26]([N:25]([CH3:24])[C:21]([CH:19]1[C:20]3[CH:7]=[CH:8][CH:9]=[CH:10][C:11]=3[O:12][C:13]3[C:18]1=[CH:17][CH:16]=[CH:15][CH:14]=3)=[O:23])[CH2:27]2 |f:3.4.5|. Procedure details: Oxalyl chloride (0.540 ml, 0.0062 mol) was added to a solution of 9H-xanthene-9-carboxylic acid (1.16 g, 0.0051 mol) and dimethylformamide (two drops) in 20 ml of CHCl3 (ethanol free) at 0° C. The mixture was allowed to warm to room temperature under stirring and maintained 1 h at this temperature. After this time, the reaction mixture was concentrated to dryness in vacuo and the obtained residue was dissolved in CHCl3 (15 ml) and concentrated again. This procedure was repeated two times. The ob... The reactants are CCN1CC(O)(CO)COc2ccc([N+](=O)[O-])cc21, CC(C)=O, [O-][I+3]([O-])([O-])[O-], [Na+], C1CCOC1, O. Product: CCN1CC(=O)COc2ccc([N+](=O)[O-])cc21. As a reaction SMILES: [CH2:7]([CH3:8])[N:9]1[CH2:10][C:11]([OH:23])([CH2:24][OH:25])[CH2:12][O:13][c:14]2[c:15]1[cH:16][c:17]([N+:20](=[O:21])[O-:22])[cH:18][cH:19]2.[CH3:26][C:27](=[O:28])[CH3:29].[I+3:1]([O-:2])([O-:3])([O-:4])[O-:5].[Na+:6].[O:31]1[CH2:32][CH2:33][CH2:34][CH2:35]1.[OH2:30]>>[CH2:7]([CH3:8])[N:9]1[CH2:10][C:11](=[O:23])[CH2:12][O:13][c:14]2[c:15]1[cH:16][c:17]([N+:20](=[O:21])[O-:22])[cH:18][cH:19]2. The reactants are CC1=C(N=C(S1)CCC1=CC=C(C=CC=O)C=C1)C1=CC=CC=C1 (4-[2-(5-methyl-4-phenyl-2-thiazolyl)ethyl]cinnamaldehyde), O1C(NC(C1)=O)=O (2,4-oxazolidinedione), N1CCCCC1 (piperidine). Run in C(C)O (ethanol). Yields the product CC1=C(N=C(S1)CCC1=CC=C(C=CC=C2C(NC(O2)=O)=O)C=C1)C1=CC=CC=C1 (5-[4-[2-(5-methyl-4-phenyl-2-thiazolyl)ethyl]cinnamylidene]-2,4-oxazolidinedione). RXN SMILES: [CH3:1][C:2]1[S:6][C:5]([CH2:7][CH2:8][C:9]2[CH:18]=[CH:17][C:12]([CH:13]=[CH:14][CH:15]=O)=[CH:11][CH:10]=2)=[N:4][C:3]=1[C:19]1[CH:24]=[CH:23][CH:22]=[CH:21][CH:20]=1.[O:25]1[CH2:29][C:28](=[O:30])[NH:27][C:26]1=[O:31].N1CCCCC1>C(O)C>[CH3:1][C:2]1[S:6][C:5]([CH2:7][CH2:8][C:9]2[CH:18]=[CH:17][C:12]([CH:13]=[CH:14][CH:15]=[C:29]3[O:25][C:26](=[O:31])[NH:27][C:28]3=[O:30])=[CH:11][CH:10]=2)=[N:4][C:3]=1[C:19]1[CH:20]=[CH:21][CH:22]=[CH:23][CH:24]=1. Procedure details: A mixture of 4-[2-(5-methyl-4-phenyl-2-thiazolyl)ethyl]cinnamaldehyde (2.5 g), 2,4-oxazolidinedione (1.14 g), piperidine (0.211 g) and ethanol (50 ml) was refluxed under heating conditions for 4 hours. After the reaction mixture was concentrated, chloroform was added to the residue; the mixture was washed with 2 N HCl and water. The chloroform layer was washed with water, dried (MgSO4) and then concentrated to yield 5-[4-[2-(5-methyl-4-phenyl-2-thiazolyl)ethyl]cinnamylidene]-2,4-oxazolidinedione...